From a dataset of the Open Reaction Database (ORD), a public repository of structured organic reaction records. describe an organic reaction: reactants, conditions, products, and yield The reactants are N1=CC=C(C=C1)C=CC(=O)O (3-(4-pyridyl)-2-propenoic acid), C(C)(=O)O (acetic acid). Reagents/catalysts: [Pd] (Pd—C). Conditions: temperature 0 celsius, time 8 hour. Product: C(C)(C)(C)OC(=O)N1CCC(CC1)CCC(=O)O (3-(1-tert-butoxycarbonyl-4-piperidyl)propionic acid). RXN SMILES: [N:1]1[CH:6]=[CH:5][C:4]([CH:7]=[CH:8][C:9]([OH:11])=[O:10])=[CH:3][CH:2]=1.[C:12]([OH:15])(=[O:14])C>[Pd]>[C:4]([O:15][C:12]([N:1]1[CH2:6][CH2:5][CH:4]([CH2:7][CH2:8][C:9]([OH:11])=[O:10])[CH2:3][CH2:2]1)=[O:14])([CH3:7])([CH3:5])[CH3:3]. Procedure details: A mixture of 3-(4-pyridyl)-2-propenoic acid (10 g) , 10% Pd—C (1 g) in acetic acid (40 ml) was hydrogenated (3.0 kg/cm2) at 65° C. for 8 hours. After the catalyst was removed by filtration, the filtrate was concentrated in vacuo. The residue was resolved in toluene (30 ml) and concentrated in vacuo. The residue was resolved in water (30 ml) and tetrahydrofuran (50 ml), cooled to 0° C., and triethylamine (33 g) was added dropwise at 5° C. Di-t-butyl dicarbonate (18.3 g) was added to the mixture a... The product is CN1C=CC2=CC=C(C=C12)[N+](=O)[O-] (1-Methyl-6-nitro-1H-indole). The yield is 94.0%. Procedure: To a solution of sodium hydride (0.27 g; 6.8 mM) in dimethylformamide (4 ml) at 0° C. under nitrogen, was added 6-nitroindole (1 g; 6.2 mM) in dimethylformamide (12 ml). After stirring at room temperature for 0.5 h, iodomethane (0.42 ml; 6.8 mM) in dimethylformamide (1 ml) was added and stirring continued for 1 h. The reaction mixture was then quenched with water, and poured onto excess water with stirring. Filtration afforded the title compound (1.03 g; 94%). Run at time 0.5 hour. The reactants are IC (iodomethane), [H-].[Na+] (sodium hydride), [N+](=O)([O-])C1=CC=C2C=CNC2=C1 (6-nitroindole). RXN SMILES: [H-].[Na+].[N+:3]([C:6]1[CH:14]=[C:13]2[C:9]([CH:10]=[CH:11][NH:12]2)=[CH:8][CH:7]=1)([O-:5])=[O:4].I[CH3:16]>CN(C)C=O>[CH3:16][N:12]1[C:13]2[C:9](=[CH:8][CH:7]=[C:6]([N+:3]([O-:5])=[O:4])[CH:14]=2)[CH:10]=[CH:11]1 |f:0.1|. The solvent is CN(C=O)C (dimethylformamide), CN(C=O)C (dimethylformamide), CN(C=O)C (dimethylformamide). Reactants: CCOC(=O)c1[nH]c2sc(Cl)cc2c1Cl, Cl. Product: O=C(O)c1[nH]c2sc(Cl)cc2c1Cl. Reaction SMILES: [CH2:1]([CH3:2])[O:3][C:4](=[O:5])[c:6]1[c:7]([Cl:15])[c:8]2[c:9]([nH:10]1)[s:11][c:12]([Cl:14])[cH:13]2.[ClH:16]>>[O:3]=[C:4]([OH:5])[c:6]1[c:7]([Cl:15])[c:8]2[c:9]([nH:10]1)[s:11][c:12]([Cl:14])[cH:13]2. Reactants: C(CCC)[Li] (butyllithium), BrC1=CC(=C(C=C1)O)F (4-bromo-2-fluorophenol), CN(C(CC)=O)OC (N-methyl-N-methoxypropionamide). Solvent: O1CCCC1 (tetrahydrofuran), O1CCCC1 (tetrahydrofuran). Reaction conditions: temperature -78 celsius, time 12 minute. Yields the product C(CC)(=O)C1=CC(=C(C=C1)O)F (4-Propionyl-2-fluorophenol). Reaction SMILES: Br[C:2]1[CH:7]=[CH:6][C:5]([OH:8])=[C:4]([F:9])[CH:3]=1.C([Li])CCC.CN(OC)[C:17](=[O:20])[CH2:18][CH3:19]>O1CCCC1>[C:17]([C:2]1[CH:7]=[CH:6][C:5]([OH:8])=[C:4]([F:9])[CH:3]=1)(=[O:20])[CH2:18][CH3:19]. Reported procedure: A mixture of 4-bromo-2-fluorophenol (1.0 g, 5.24 mmol) in tetrahydrofuran (15 mL) was chilled to -78° C. and butyllithium (4.6 mL, 11.5 mmol, 2.5 M solution) was added rapidly, dropwise. The reaction was stirred 12 min and N-methyl-N-methoxypropionamide (the compound of Preparation 9 , 0.735 g, 6.28 mmol in 1 mL of tetrahydrofuran with a 1 mL rinse) was added. The reaction was allowed to stir 5 min at -78° C. and then it was warmed to ambient temperature. A few drops of water were added; then th... The reactants are Cl[Sn](Cl)(Cl)Cl, ClCC(CCl)OC(CCl)CCl, Clc1ccccc1Cl, N#N, O, c1ccc2c(c1)ccc1c3ccccc3ccc21. Product: O=Cc1cc2c3ccccc3ccc2c2ccccc12. Reaction SMILES: [Cl:21][Sn:22]([Cl:23])([Cl:24])[Cl:25].[Cl:26][CH2:27][CH:28]([O:31][CH:29]([CH2:30][Cl:32])[CH2:33][Cl:34])[CH2:35][Cl:36].[Cl:38][c:39]1[cH:40][cH:41][cH:42][cH:43][c:44]1[Cl:45].[N:1]#[N:2].[OH2:37].[cH:3]1[cH:4][cH:5][c:6]2[c:7]([cH:8]1)[cH:9][cH:10][c:11]1[c:12]3[cH:13][cH:14][cH:15][cH:16][c:17]3[cH:18][cH:19][c:20]21>>[cH:3]1[cH:4][cH:5][c:6]2[c:7]([cH:8]1)[cH:9][cH:10][c:11]1[c:12]3[cH:13][cH:14][cH:15][cH:16][c:17]3[c:18]([CH:28]=[O:31])[cH:19][c:20]21. Reactants: C(CC)(=O)O (propionic acid), [Si](C)(C)(C(C)(C)C)OC1=C2C(OCC2=C(C(=C1CC(C(=C)C)O)OC)C)=O (4-(4-tert-butyldimethylsilyloxy-1,3-dihydro-6-methoxy -7-methyl-3-oxoisobenzofuran-5-yl)-3-hydroxy-2-methylbut-1-ene), COC(CCCBr)(OC)OC (trimethyl 4-bromoorthobutyrate). Yields the product BrCCC(C(=O)OC)CC(=CCC=1C(=C2C(OCC2=C(C1OC)C)=O)O[Si](C)(C)C(C)(C)C)C (methyl 2-(2-bromoethyl) -6-(4-t -butyldimethylsiloxy-1,3-dihydro-6-methoxy-7-methyl-3-oxoisobenzofuran -5-yl)-4-methyl-hex-4-enoate). RXN SMILES: C(O)(=O)CC.[Si:6]([O:13][C:14]1[C:22]([CH2:23][CH:24](O)[C:25]([CH3:27])=[CH2:26])=[C:21]([O:29][CH3:30])[C:20]([CH3:31])=[C:19]2[C:15]=1[C:16](=[O:32])[O:17][CH2:18]2)([C:9]([CH3:12])([CH3:11])[CH3:10])([CH3:8])[CH3:7].[CH3:33][O:34][C:35](OC)([O:40]C)[CH2:36][CH2:37][CH2:38][Br:39]>>[Br:39][CH2:38][CH2:37][CH:36]([CH2:26][C:25]([CH3:27])=[CH:24][CH2:23][C:22]1[C:14]([O:13][Si:6]([C:9]([CH3:11])([CH3:12])[CH3:10])([CH3:7])[CH3:8])=[C:15]2[C:19](=[C:20]([CH3:31])[C:21]=1[O:29][CH3:30])[CH2:18][O:17][C:16]2=[O:32])[C:35]([O:34][CH3:33])=[O:40]. Procedure: A solution of trimethyl 4-bromoorthobutyrate (20 ml), propionic acid (0.22 ml) and 4-(4-tert-butyldimethylsilyloxy-1,3-dihydro-6-methoxy -7-methyl-3-oxoisobenzofuran-5-yl)-3-hydroxy-2-methylbut-1-ene (3.18 g) was heated at 110° C. in a three-necked flash with a slow nitrogen stream passing over the reaction mixture. After 1 hr 40 min the excess orthoester was removed in vacuo at 55° C. Flash chromatography of the residue on silica gel eluting with 20-30% ethyl acetate/hexane gave methyl 2-(2-bro... Starting materials: O=C(NC1CN2CCC1CC2)c1cc2ccc(Br)cc2o1, [Na+], CN(C)C=O, [OH-], OCc1cccc(B(O)O)c1. Yields the product O=C(NC1CN2CCC1CC2)c1cc2ccc(-c3cccc(CO)c3)cc2o1. As a reaction SMILES: [N:12]12[CH2:13][CH:14]([NH:20][C:21](=[O:22])[c:23]3[o:24][c:25]4[c:26]([cH:27]3)[cH:28][cH:29][c:30]([Br:32])[cH:31]4)[CH:15]([CH2:16][CH2:17]1)[CH2:18][CH2:19]2.[Na+:34].[O:35]=[CH:36][N:37]([CH3:38])[CH3:39].[OH-:33].[OH:1][CH2:2][c:3]1[cH:4][c:5]([B:9]([OH:10])[OH:11])[cH:6][cH:7][cH:8]1>>[OH:1][CH2:2][c:3]1[cH:4][c:5](-[c:30]2[cH:29][cH:28][c:26]3[c:25]([o:24][c:23]([C:21]([NH:20][CH:14]4[CH2:13][N:12]5[CH2:17][CH2:16][CH:15]4[CH2:18][CH2:19]5)=[O:22])[cH:27]3)[cH:31]2)[cH:6][cH:7][cH:8]1. Starting materials: methylethylenediamine polystyrene, C1(=CC=CC=C1)N=C=O (Phenyl isocyanate), NC=1C=C(C=CC1)C=1N=CN(C1C1=CC2=C(N=CN=C2N)S1)C (6-[4-(3-aminophenyl)-1-methyl-1H-imidazol-5-yl]thieno[2,3-d]pyrimidin-4-amine), NC=1C=C(C=CC1)C=1N=CN(C1C1=CC2=C(N=CN=C2N)S1)C (6-[4-(3-aminophenyl)-1-methyl-1H-imidazol-5-yl]thieno[2,3-d]pyrimidin-4-amine). The solvent is C1CCOC1 (THF). Yields the product NC=1C2=C(N=CN1)SC(=C2)C2=C(N=CN2C)C=2C=C(C=CC2)NC(=O)NC2=CC=CC=C2 (N-{3-[5-(4-Aminothieno[2,3-d]pyrimidin-6-yl)-1-methyl-1H-imidazol-4-yl]phenyl}-N′-phenylurea). Yield: 63.9%. RXN SMILES: [C:1]1([N:7]=[C:8]=[O:9])[CH:6]=[CH:5][CH:4]=[CH:3][CH:2]=1.[NH2:10][C:11]1[CH:12]=[C:13]([C:17]2[N:18]=[CH:19][N:20]([CH3:32])[C:21]=2[C:22]2[S:31][C:25]3[N:26]=[CH:27][N:28]=[C:29]([NH2:30])[C:24]=3[CH:23]=2)[CH:14]=[CH:15][CH:16]=1>C1COCC1>[NH2:30][C:29]1[C:24]2[CH:23]=[C:22]([C:21]3[N:20]([CH3:32])[CH:19]=[N:18][C:17]=3[C:13]3[CH:12]=[C:11]([NH:10][C:8]([NH:7][C:1]4[CH:6]=[CH:5][CH:4]=[CH:3][CH:2]=4)=[O:9])[CH:16]=[CH:15][CH:14]=3)[S:31][C:25]=2[N:26]=[CH:27][N:28]=1. Reported procedure: Phenyl isocyanate (28 mg) was added to a stirred suspension of 6-[4-(3-aminophenyl)-1-methyl-1H-imidazol-5-yl]thieno[2,3-d]pyrimidin-4-amine (Intermediate 110) (40 mg) in THF (6 mL) under an inert atmosphere. After 30 minutes methylethylenediamine-polystyrene (200 mg) was added, the reaction mixture filtered, filtrate loaded onto a MCX column washed with DCM/MeOH (1:1) then eluted with 5% triethylamine in DCM/MeOH (1:1) to give the title compound as a colourless solid (35 mg, 67%);